The task is: describe an organic reaction: reactants, conditions, products, and yield. This data is from the Open Reaction Database (ORD), a public repository of structured organic reaction records. Reactants: CCOC(C)=O, CCOC(=O)C1CC=C(c2ccc(F)c(Cl)c2)CC1. Yields the product CCOC(=O)C1CCC(c2ccc(F)c(Cl)c2)CC1. Reaction SMILES: [CH3:20][CH2:21][O:22][C:23]([CH3:24])=[O:25].[Cl:1][c:2]1[cH:3][c:4]([C:9]2=[CH:10][CH2:11][CH:12]([C:15](=[O:16])[O:17][CH2:18][CH3:19])[CH2:13][CH2:14]2)[cH:5][cH:6][c:7]1[F:8]>>[Cl:1][c:2]1[cH:3][c:4]([CH:9]2[CH2:10][CH2:11][CH:12]([C:15](=[O:16])[O:17][CH2:18][CH3:19])[CH2:13][CH2:14]2)[cH:5][cH:6][c:7]1[F:8]. Reactants: COC(=O)C1=C(N(C(C=C1)=O)C)NC1=C(C=C(C=C1)I)F (2-(2-Fluoro-4-iodophenylamino)-1-methyl-6-oxo-1,6-dihydropyridine-3-carboxylic acid methyl ester), CON (O-methyl-hydroxylamine). Yields the product CONC(=O)C1=C(N(C(C=C1)=O)C)NC1=C(C=C(C=C1)I)F (2-(2-Fluoro-4-iodophenylamino)-1-methyl-6-oxo-1,6-dihydropyridine-3-carboxylic acid methoxyamide). RXN SMILES: CO[C:3]([C:5]1[CH:10]=[CH:9][C:8](=[O:11])[N:7]([CH3:12])[C:6]=1[NH:13][C:14]1[CH:19]=[CH:18][C:17]([I:20])=[CH:16][C:15]=1[F:21])=[O:4].[CH3:22][O:23][NH2:24]>>[CH3:22][O:23][NH:24][C:3]([C:5]1[CH:10]=[CH:9][C:8](=[O:11])[N:7]([CH3:12])[C:6]=1[NH:13][C:14]1[CH:19]=[CH:18][C:17]([I:20])=[CH:16][C:15]=1[F:21])=[O:4]. Procedure: 2-(2-Fluoro-4-iodophenylamino)-1-methyl-6-oxo-1,6-dihydropyridine-3-carboxylic acid methyl ester was coupled as described previously in Example 155 using O-methyl-hydroxylamine. MS ESI (+) m/z 418 (M+1) detected. Reactants: C(CCC)OC1=NC(=C2N=C(N(C2=N1)CCC1CNCCC1)OC)N (2-(butyloxy)-8-(methyloxy)-9-[2-(3-piperidinyl)ethyl]-9H-purin-6-amine), ICCCC (1-iodobutane). Yields the product NC1=C2NC(N(C2=NC(=N1)OCCCC)CCC1CN(CCC1)CCCC)=O (6-Amino-2-(butyloxy)-9-[2-(1-butyl-3-piperidinyl)ethyl]-7,9-dihydro-8H-purin-8-one). As a reaction SMILES: [CH2:1]([O:5][C:6]1[N:14]=[C:13]2[C:9]([N:10]=[C:11]([O:23]C)[N:12]2[CH2:15][CH2:16][CH:17]2[CH2:22][CH2:21][CH2:20][NH:19][CH2:18]2)=[C:8]([NH2:25])[N:7]=1)[CH2:2][CH2:3][CH3:4].I[CH2:27][CH2:28][CH2:29][CH3:30]>>[NH2:25][C:8]1[N:7]=[C:6]([O:5][CH2:1][CH2:2][CH2:3][CH3:4])[N:14]=[C:13]2[C:9]=1[NH:10][C:11](=[O:23])[N:12]2[CH2:15][CH2:16][CH:17]1[CH2:22][CH2:21][CH2:20][N:19]([CH2:27][CH2:28][CH2:29][CH3:30])[CH2:18]1. Procedure details: Prepared similarly to Example 14 from 2-(butyloxy)-8-(methyloxy)-9-[2-(3-piperidinyl)ethyl]-9H-purin-6-amine and 1-iodobutane. Starting materials: N1(CCOCC1)C1=CC=C(C#N)C=C1 (4-(4-morpholinyl)benzonitrile), O1CCOCC1 (dioxane), [OH-].[K+] (potassium hydroxide), O (water). Product: N1(CCOCC1)C1=CC=C(C(=O)O)C=C1 (4-(4-morpholinyl)benzoic acid). The yield is 99.0%. RXN SMILES: [N:1]1([C:7]2[CH:14]=[CH:13][C:10]([C:11]#N)=[CH:9][CH:8]=2)[CH2:6][CH2:5][O:4][CH2:3][CH2:2]1.O1CCOCC1.[OH-:21].[K+].[OH2:23]>>[N:1]1([C:7]2[CH:14]=[CH:13][C:10]([C:11]([OH:23])=[O:21])=[CH:9][CH:8]=2)[CH2:6][CH2:5][O:4][CH2:3][CH2:2]1 |f:2.3|. Reported procedure: A solution of 4-(4-morpholinyl)benzonitrile (930 mg, 5.00 mmol) in 1:1 dioxane:water (20 mL) was treated with potassium hydroxide (1.12 g, 20 mmol). The mixture was heated at reflux for 96 h, concentrated, and the residue was dissolved in water. Upon acidification (pH ˜2-3), a white precipitate resulted which was collected by filtration yielding 1.21 g (99%) of the title compound. Run in O1CCCC1 (tetrahydrofuran), O1CCCC1 (tetrahydrofuran). As a reaction SMILES: [C:1]([C:4]1[CH:15]=[CH:14][C:7]([O:8][CH:9]2[NH:12][C:11](=[O:13])[CH2:10]2)=[CH:6][CH:5]=1)(O)=[O:2].B.CSC.B.CO>O1CCCC1>[OH:2][CH2:1][C:4]1[CH:15]=[CH:14][C:7]([O:8][CH:9]2[NH:12][C:11](=[O:13])[CH2:10]2)=[CH:6][CH:5]=1 |f:1.2|. Reaction conditions: time 8 hour. The reactants are solution, B.CSC (borane methyl sulfide), C(=O)(O)C1=CC=C(OC2CC(N2)=O)C=C1 (4-(4-carboxyphenoxy)-azetidin-2-one), B (borane), CO (methanol). Yields the product OCC1=CC=C(OC2CC(N2)=O)C=C1 (4-[4-(hydroxymethyl)-phenoxy]-azetidin-2-one). Procedure details: To a solution of (4S)-3,3-diethyl-1-[(R)-α-n-propyl-(4-methyl)-benzylaminocarbonyl)]-4-(4-carboxyphenoxy)-azetidin-2-one (1.04 g, 2.30 mmol) in tetrahydrofuran (20 mL) cooled to 0° C. was added dropwise with stirring under a nitrogen atmosphere a 2.0M solution of borane-methyl sulfide in tetrahydrofuran (3.0 mL, 6 mmol). The solution was allowed to attain room temperature and stirred overnight. Excess borane was decomposed by slow addition of methanol. The solution was evaporated, and the crude ... Starting materials: BrC1=CC(=C(C=C1)C(=O)N1CCN(CC1)C1=NC=C(C=C1C1CC1)C1CC1)S(=O)(=O)C ((4-bromo-2-methanesulfonylphenyl)[4-(3,5-dicyclopropylpyridin-2-yl)piperazin-1-yl]methanone), COC[C@H]1NC(OC1)=O ((R)-4-methoxymethyloxazolidin-2-one). Yields the product C1(CC1)C=1C(=NC=C(C1)C1CC1)N1CCN(CC1)C(=O)C1=C(C=C(C=C1)N1C(OC[C@H]1COC)=O)S(=O)(=O)C ((R)-3-{4-[4-(3,5-dicyclopropylpyridin-2-yl)piperazine-1-carbonyl]-3-methanesulfonylphenyl}-4-methoxymethyloxazolidin-2-one). The yield is 31.5%. RXN SMILES: Br[C:2]1[CH:7]=[CH:6][C:5]([C:8]([N:10]2[CH2:15][CH2:14][N:13]([C:16]3[C:21]([CH:22]4[CH2:24][CH2:23]4)=[CH:20][C:19]([CH:25]4[CH2:27][CH2:26]4)=[CH:18][N:17]=3)[CH2:12][CH2:11]2)=[O:9])=[C:4]([S:28]([CH3:31])(=[O:30])=[O:29])[CH:3]=1.[CH3:32][O:33][CH2:34][C@@H:35]1[CH2:39][O:38][C:37](=[O:40])[NH:36]1>>[CH:22]1([C:21]2[C:16]([N:13]3[CH2:14][CH2:15][N:10]([C:8]([C:5]4[CH:6]=[CH:7][C:2]([N:36]5[C@H:35]([CH2:34][O:33][CH3:32])[CH2:39][O:38][C:37]5=[O:40])=[CH:3][C:4]=4[S:28]([CH3:31])(=[O:30])=[O:29])=[O:9])[CH2:11][CH2:12]3)=[N:17][CH:18]=[C:19]([CH:25]3[CH2:27][CH2:26]3)[CH:20]=2)[CH2:24][CH2:23]1. Procedure: By reaction and treatment in the same manner as in Example 111 and using (4-bromo-2-methanesulfonylphenyl)[4-(3,5-dicyclopropylpyridin-2-yl)piperazin-1-yl]methanone (400 mg) described in Preparation Example 89 and (R)-4-methoxymethyloxazolidin-2-one (104 mg) described in Preparation Example 38, the title compound (138.6 mg) was obtained. Reactants: C=O, O=CO, CCCCOC(=O)c1ccc(N2CCNCC2)cc1, [Na+], [OH-], O. The product is CCCCOC(=O)c1ccc(N2CCN(C)CC2)cc1. As a reaction SMILES: [CH2:23]=[O:24].[CH:20]([OH:21])=[O:22].[N:1]1([c:7]2[cH:8][cH:9][c:10]([C:11](=[O:12])[O:13][CH2:14][CH2:15][CH2:16][CH3:17])[cH:18][cH:19]2)[CH2:2][CH2:3][NH:4][CH2:5][CH2:6]1.[Na+:26].[OH-:25].[OH2:27]>>[N:1]1([c:7]2[cH:8][cH:9][c:10]([C:11](=[O:12])[O:13][CH2:14][CH2:15][CH2:16][CH3:17])[cH:18][cH:19]2)[CH2:2][CH2:3][N:4]([CH3:20])[CH2:5][CH2:6]1. Reactants: S1C2=C(C(=C1)C=O)C=CC=C2 (benzo[b]thiophene-3-carboxaldehyde), C(CC(=O)C)(=O)OCC (ethyl acetoacetate), [OH-].[NH4+] (ammonium hydroxide). Solvent: C(C)O (ethanol). Product: S1C2=C(C(=C1)C1C(=C(NC(=C1C(=O)OCC)C)C)C(=O)OCC)C=CC=C2 (4-benzo[b]thien-3-yl-1,4-dihydro-2,6-dimethyl-3,5-pyridinedicarboxylic acid, diethyl ester). RXN SMILES: [S:1]1[CH:5]=[C:4]([CH:6]=O)[C:3]2[CH:8]=[CH:9][CH:10]=[CH:11][C:2]1=2.[C:12]([O:18][CH2:19][CH3:20])(=[O:17])[CH2:13][C:14]([CH3:16])=O.[OH-:21].[NH4+:22]>C(O)C>[S:1]1[CH:5]=[C:4]([CH:6]2[C:13]([C:12]([O:18][CH2:19][CH3:20])=[O:17])=[C:14]([CH3:16])[NH:22][C:14]([CH3:16])=[C:13]2[C:12]([O:18][CH2:19][CH3:20])=[O:21])[C:3]2[CH:8]=[CH:9][CH:10]=[CH:11][C:2]1=2 |f:2.3|. Procedure: Following the procedure of Example 1B, 2.04 g of benzo[b]thiophene-3-carboxaldehyde, 3.2 ml of ethyl acetoacetate, and 1.5 ml of ammonium hydroxide were allowed to react in 15 ml of ethanol to provide 1.4 g of the desired title product, m.p. 139°-142° C. The reactants are NC=1C(=C(C=C(C1)N(C(=O)OC)CC1=CC=C(C=C1)OC)N1CCN(CC1)C(=O)OC(C)(C)C)F (tert-butyl 4-(3-amino-2-fluoro-5-((4-methoxybenzyl)(methoxycarbonyl)amino)phenyl)piperazine-1-carboxylate), FC(C(=O)O)(F)F (Trifluoroacetic acid). Run in C(CCl)Cl (ClCH2CH2Cl). Run at time 2 hour. Product: NC=1C=C(C=C(C1F)N1CCNCC1)N(C(OC)=O)CC1=CC=C(C=C1)OC (methyl (3-amino-4-fluoro-5-(piperazin-1-yl)phenyl)(4-methoxybenzyl)carbamate), C(=O)(C(F)(F)F)O (TFA). Reaction SMILES: [NH2:1][C:2]1[C:3]([F:35])=[C:4]([N:22]2[CH2:27][CH2:26][N:25](C(OC(C)(C)C)=O)[CH2:24][CH2:23]2)[CH:5]=[C:6]([N:8]([CH2:13][C:14]2[CH:19]=[CH:18][C:17]([O:20][CH3:21])=[CH:16][CH:15]=2)[C:9]([O:11][CH3:12])=[O:10])[CH:7]=1.[F:36][C:37]([F:42])([F:41])[C:38]([OH:40])=[O:39]>C(Cl)CCl>[NH2:1][C:2]1[CH:7]=[C:6]([N:8]([CH2:13][C:14]2[CH:15]=[CH:16][C:17]([O:20][CH3:21])=[CH:18][CH:19]=2)[C:9](=[O:10])[O:11][CH3:12])[CH:5]=[C:4]([N:22]2[CH2:23][CH2:24][NH:25][CH2:26][CH2:27]2)[C:3]=1[F:35].[C:38]([OH:40])([C:37]([F:42])([F:41])[F:36])=[O:39]. Procedure: tert-butyl 4-(3-amino-2-fluoro-5-((4-methoxybenzyl)(methoxycarbonyl)amino)phenyl)piperazine-1-carboxylate (317 mg, 0.474 mmol) was dissolved in ClCH2CH2Cl (4 ml). Trifluoroacetic acid (1 ml, 12.98 mmol) was added and the reaction mixture was stirred at room temperature for 2 hours, and then evaporated to dryness. 470.1 mg crude methyl (3-amino-4-fluoro-5-(piperazin-1-yl)phenyl)(4-methoxybenzyl)carbamate, TFA (470.1 mg) were isolated. The material was used for a next step